Dataset: the Open Reaction Database (ORD), a public repository of structured organic reaction records. Task: describe an organic reaction: reactants, conditions, products, and yield Starting materials: FC(F)(F)C(=C(c1ccccc1)c1ccc(OCCBr)cc1)c1ccccc1, COCCO, [N-]=[N+]=[N-], [Na+], O. Product: [N-]=[N+]=NCCOc1ccc(C(=C(c2ccccc2)C(F)(F)F)c2ccccc2)cc1. Reaction SMILES: [Br:1][CH2:2][CH2:3][O:4][c:5]1[cH:6][cH:7][c:8]([C:11](=[C:12]([C:13]([F:14])([F:15])[F:16])[c:17]2[cH:18][cH:19][cH:20][cH:21][cH:22]2)[c:23]2[cH:24][cH:25][cH:26][cH:27][cH:28]2)[cH:9][cH:10]1.[CH3:33][O:34][CH2:35][CH2:36][OH:37].[N-:30]=[N+:31]=[N-:32].[Na+:29].[OH2:38]>>[CH2:2]([CH2:3][O:4][c:5]1[cH:6][cH:7][c:8]([C:11](=[C:12]([C:13]([F:14])([F:15])[F:16])[c:17]2[cH:18][cH:19][cH:20][cH:21][cH:22]2)[c:23]2[cH:24][cH:25][cH:26][cH:27][cH:28]2)[cH:9][cH:10]1)[N:30]=[N+:31]=[N-:32].